Dataset: the Open Reaction Database (ORD), a public repository of structured organic reaction records. Task: describe an organic reaction: reactants, conditions, products, and yield Reactants: C(#N)[BH3-].[Na+] (sodium cyanoborohydride), [OH-].[K+] (potassium hydroxide), [OH-].[K+] (Potassium hydroxide), [Cl-].C[NH3+] (methylammonium chloride), C(C)(=O)N1CCC(CC1)=O (1-Acetylpiperid-4-one). Solvent: CO (methanol), CO (methanol), C(C)O (ethanol), C(C)(C)O (isopropyl alcohol). Reaction conditions: time 15 minute. The product is Cl.C(C)(=O)N1CCC(CC1)NC (1-acetyl-4-methylaminopiperidine hydrochloride). The yield is 71.7%. Reaction SMILES: [OH-].[K+].[Cl-:3].C[NH3+].[C:6]([N:9]1[CH2:14][CH2:13][C:12](=O)[CH2:11][CH2:10]1)(=[O:8])[CH3:7].[C:16]([BH3-])#[N:17].[Na+]>CO.C(O)C.C(O)(C)C>[ClH:3].[C:6]([N:9]1[CH2:14][CH2:13][CH:12]([NH:17][CH3:16])[CH2:11][CH2:10]1)(=[O:8])[CH3:7] |f:0.1,2.3,5.6,10.11|. Reported procedure: Potassium hydroxide flakes (2 g) were added to a solution of methylammonium chloride (8.5 g) in methanol (75 ml) at 0°-5°. 1-Acetylpiperid-4-one (14 g) was then added, the mixture stirred for 15 minutes and then a solution of sodium cyanoborohydride (2.5 g) in methanol (25 ml) was added over a period of 30 minutes. The mixture was stirred at room temperature overnight and then potassium hydroxide (6 g) was added. After filtration through sodium carbonate, the filtrate was evaporated to dryness a... Starting materials: C(CCC)[Li] (n-Butyllithium), ClC1=C(C(=CC=C1)F)C (2-chloro-6-fluorotoluene), C(=O)=O (carbon dioxide). Solvent: O1CCCC1 (tetrahydrofuran). Reaction conditions: temperature -78 celsius, time 8 hour. The product is ClC1=C(C(=C(C(=O)O)C=C1)F)C (4-chloro-2-fluoro-3-methylbenzoic acid). RXN SMILES: C([Li])CCC.[Cl:6][C:7]1[CH:12]=[CH:11][CH:10]=[C:9]([F:13])[C:8]=1[CH3:14].[C:15](=[O:17])=[O:16]>O1CCCC1>[Cl:6][C:7]1[CH:12]=[CH:11][C:10]([C:15]([OH:17])=[O:16])=[C:9]([F:13])[C:8]=1[CH3:14]. Procedure details: n-Butyllithium (2.5M in hexane, 100 ml) was added to a cooled solution of 2-chloro-6-fluorotoluene (36.1 g) in dry tetrahydrofuran while maintaining the temperature below -60° C. The mixture was stirred at -78° C. overnight then poured onto solid carbon dioxide pellets. The mixture was stirred and allowed to warm to room temperature. It was acidified to pH 1 and extracted with ether. The organic layer was extracted into aqueous sodium hydroxide solution (2M) and water. The combined aqueous extra... Reactants: CO, Nc1ccc(Oc2ccc(F)cc2F)cc1, O=Cc1cccnc1. The product is Fc1ccc(Oc2ccc(N=Cc3cccnc3)cc2)c(F)c1. As a reaction SMILES: [CH3:25][OH:26].[F:1][c:2]1[c:3]([O:4][c:5]2[cH:6][cH:7][c:8]([NH2:9])[cH:10][cH:11]2)[cH:12][cH:13][c:14]([F:16])[cH:15]1.[n:17]1[cH:18][c:19]([CH:23]=[O:24])[cH:20][cH:21][cH:22]1>>[F:1][c:2]1[c:3]([O:4][c:5]2[cH:6][cH:7][c:8]([N:9]=[CH:23][c:19]3[cH:18][n:17][cH:22][cH:21][cH:20]3)[cH:10][cH:11]2)[cH:12][cH:13][c:14]([F:16])[cH:15]1. Reactants: COC=1C=CC=C2CCC(C12)NC1=NC2=CC=C(C=C2C=C1)N (rac-N2-(7-methoxy-indan-1-yl)-quinoline-2,6-diamine), N1=CC=C(C=C1)CC(=O)O (4-pyridine-acetic acid). The product is COC=1C=CC=C2CCC(C12)NC1=NC2=CC=C(C=C2C=C1)NC(CC1=CC=NC=C1)=O (rac-N-[2-(7-Methoxy-indan-1-ylamino)-quinolin-6-yl]-2-pyridin-4-yl-acetamide). As a reaction SMILES: [CH3:1][O:2][C:3]1[CH:4]=[CH:5][CH:6]=[C:7]2[C:11]=1[CH:10]([NH:12][C:13]1[CH:22]=[CH:21][C:20]3[C:15](=[CH:16][CH:17]=[C:18]([NH2:23])[CH:19]=3)[N:14]=1)[CH2:9][CH2:8]2.[N:24]1[CH:29]=[CH:28][C:27]([CH2:30][C:31](O)=[O:32])=[CH:26][CH:25]=1>>[CH3:1][O:2][C:3]1[CH:4]=[CH:5][CH:6]=[C:7]2[C:11]=1[CH:10]([NH:12][C:13]1[CH:22]=[CH:21][C:20]3[C:15](=[CH:16][CH:17]=[C:18]([NH:23][C:31](=[O:32])[CH2:30][C:27]4[CH:28]=[CH:29][N:24]=[CH:25][CH:26]=4)[CH:19]=3)[N:14]=1)[CH2:9][CH2:8]2. Procedure details: The title compound was prepared in accordance with the general method described in example 6 from rac-N2-(7-methoxy-indan-1-yl)-quinoline-2,6-diamine and 4-pyridine-acetic acid; MS: m/e=425.3 (M+H+). Starting materials: C(C)N(CC)S(F)(F)F (diethylaminosulfur trifluoride), FC1=CC=C(C=C1)C1=C2C(CC3(CCC3)OC2=CC(=C1C(C1=CC=C(C=C1)C(F)(F)F)O)C(C)C)=O (5-(4-Fluorophenyl)-6-{hydroxy[4-(trifluoromethyl)phenyl]methyl}-7-isopropylspiro[chromen-2,1′-cyclobutan]-4(3H)-one), O (water). The solvent is C1(=CC=CC=C1)C (toluene). Conditions: temperature -78 celsius, time 1 hour. Yields the product FC1=CC=C(C=C1)C1=C2C(CC3(CCC3)OC2=CC(=C1C(C1=CC=C(C=C1)C(F)(F)F)F)C(C)C)=O (5-(4-Fluorophenyl)-6-{fluoro[4-(trifluoromethyl)phenyl]methyl}-7-isopropylspiro[chromen-2,1′-cyclobutan]-4(3H)-one). As a reaction SMILES: [F:1][C:2]1[CH:7]=[CH:6][C:5]([C:8]2[C:20]([CH:21](O)[C:22]3[CH:27]=[CH:26][C:25]([C:28]([F:31])([F:30])[F:29])=[CH:24][CH:23]=3)=[C:19]([CH:33]([CH3:35])[CH3:34])[CH:18]=[C:17]3[C:9]=2[C:10](=[O:36])[CH2:11][C:12]2([O:16]3)[CH2:15][CH2:14][CH2:13]2)=[CH:4][CH:3]=1.C(N(S(F)(F)[F:43])CC)C.O>C1(C)C=CC=CC=1>[F:1][C:2]1[CH:3]=[CH:4][C:5]([C:8]2[C:20]([CH:21]([F:43])[C:22]3[CH:23]=[CH:24][C:25]([C:28]([F:29])([F:31])[F:30])=[CH:26][CH:27]=3)=[C:19]([CH:33]([CH3:34])[CH3:35])[CH:18]=[C:17]3[C:9]=2[C:10](=[O:36])[CH2:11][C:12]2([O:16]3)[CH2:13][CH2:14][CH2:15]2)=[CH:6][CH:7]=1. Procedure details: Under argon, 180 mg (0.32 mmol) of 5-(4-fluorophenyl)-6-{hydroxy[4-(trifluoromethyl)phenyl]-methyl}-7-isopropylspiro[chromen-2,1′-cyclobutan]-4(3H)-one (Example 52A) are dissolved in 3.2 ml of toluene, 52 μl (0.39 mmol) of diethylaminosulfur trifluoride are slowly added at −78° C. and the mixture is stirred at −78° C. for 1 h. The temperature is then slowly increased to −60° C. After 2 h, water is added and the mixture is extracted twice with ethyl acetate. The combined organic phases are washed... Reactants: O=C1C=2C=CC(=CC2CCC1)OC1=NC=C(C(=O)N)C=C1 (6-(5-Oxo-5,6,7,8-tetrahydro-naphthalen-2-yloxy)-nicotinamide), Ti(iPrO)4, [BH3-]C#N.[Na+] (NaBH3CN), O=C1C=2C=CC(=CC2CCC1)OC1=NC=C(C(=O)N)C=C1 (6-(5-Oxo-5,6,7,8-tetrahydro-naphthalen-2-yloxy)-nicotinamide), ClC=1C=C(C=CC1)CCN (2-(3-chlorophenyl)ethylamine). Reagents/catalysts: Cl[Ti](Cl)(Cl)Cl (TiCl4). Product: ClC=1C=C(C=CC1)CCNC1C=2C=CC(=CC2CCC1)OC1=NC=C(C(=O)N)C=C1 (6-{5-[2-(3-Chloro-phenyl)-ethylamino]-5,6,7,8-tetrahydro-naphthalen-2-yloxy}-nicotinamide). Isolated yield 91.6%. As a reaction SMILES: O=[C:2]1[CH2:11][CH2:10][CH2:9][C:8]2[CH:7]=[C:6]([O:12][C:13]3[CH:21]=[CH:20][C:16]([C:17]([NH2:19])=[O:18])=[CH:15][N:14]=3)[CH:5]=[CH:4][C:3]1=2.[Cl:22][C:23]1[CH:24]=[C:25]([CH2:29][CH2:30][NH2:31])[CH:26]=[CH:27][CH:28]=1.[BH3-]C#N.[Na+]>Cl[Ti](Cl)(Cl)Cl>[Cl:22][C:23]1[CH:24]=[C:25]([CH2:29][CH2:30][NH:31][CH:2]2[CH2:11][CH2:10][CH2:9][C:8]3[CH:7]=[C:6]([O:12][C:13]4[CH:21]=[CH:20][C:16]([C:17]([NH2:19])=[O:18])=[CH:15][N:14]=4)[CH:5]=[CH:4][C:3]2=3)[CH:26]=[CH:27][CH:28]=1 |f:2.3|. Procedure details: Using a method similar to Example 1, using 6-(5-oxo-5,6,7,8-tetrahydro-naphthalen-2-yloxy)-nicotinamide (Intermediate 2, 846 mg, 3.00 mmol), 2-(3-chlorophenyl)ethylamine (560 mg, 3.60 mmol), Ti(iPrO)4 (1.70 g, 6.00 mmol), TiCl4 (1.0M/DCM, 6.00 ml, 6.00 mmol), and NaBH3CN (377 mg, 6.00 mmol) gives the title compound (1.16 g) as a white solid. Mass spectrum (ion spray): m/z=422 (M+1); 1HNMR (CDCl3): 8.58 (s, 1H), 8.15 (d, 1H), 7.33 (d, 1H), 7.24-7.17 (m, 3H), 7.11 (d, 1H), 6.94 (d, 1H), 6.90 (d, 1... Reactants: ClC=1C=C(C=NC1OCC(C)C)OC1=CC=C(C#N)C=C1 (4-[(5-chloro-6-isobutoxypyridin-3-yl)oxy]benzonitrile), C([O-])([O-])=O.[K+].[K+] (potassium carbonate), OO (Hydrogen peroxide). Run in CS(=O)C (DMSO), CCOC(=O)C (EtOAc). Reaction conditions: time 18 hour. The product is ClC=1C=C(C=NC1OCC(C)C)OC1=CC=C(C(=O)N)C=C1 (4-[(5-Chloro-6-isobutoxypyridin-3-yl)oxy]benzamide). Reaction SMILES: [Cl:1][C:2]1[CH:3]=[C:4]([O:13][C:14]2[CH:21]=[CH:20][C:17]([C:18]#[N:19])=[CH:16][CH:15]=2)[CH:5]=[N:6][C:7]=1[O:8][CH2:9][CH:10]([CH3:12])[CH3:11].C(=O)([O-])[O-:23].[K+].[K+].OO>CS(C)=O.CCOC(C)=O>[Cl:1][C:2]1[CH:3]=[C:4]([O:13][C:14]2[CH:15]=[CH:16][C:17]([C:18]([NH2:19])=[O:23])=[CH:20][CH:21]=2)[CH:5]=[N:6][C:7]=1[O:8][CH2:9][CH:10]([CH3:12])[CH3:11] |f:1.2.3|. Procedure: 4-[(5-chloro-6-isobutoxypyridin-3-yl)oxy]benzonitrile (Preparation 32, 162 mg, 0.535 mmol) and potassium carbonate (150 mg, 1.085 mmol) were suspended in DMSO (3 mL). Hydrogen peroxide aqueous solution (0.250 mL, 8.08 mmol) was added dropwise (exothermic reaction) and the mixture was stirred at room temperature for 18 hours. The reaction mixture was diluted with EtOAc (15 mL) and washed with water (2×15 mL). The organic layer was dried over sodium sulfate, filtered and concentrated in vacuo to y...